Dataset: the Open Reaction Database (ORD), a public repository of structured organic reaction records. Task: describe an organic reaction: reactants, conditions, products, and yield Starting materials: Br.C(C)(=O)O (HBr acetic acid), C(C)(=O)OC(C)=O (acetic anhydride), C(C)(=O)[O-].[Na+] (sodium acetate), CuSO4.5H2O, CC(=O)OC[C@@H]1[C@H]([C@H](C=CO1)OC(=O)C)O[C@@H]2[C@@H]([C@H]([C@@H]([C@H](O2)COC(=O)C)OC(=O)C)OC(=O)C)OC(=O)C (hexa-O-acetyl maltal), C([C@@H]1[C@H]([C@@H]([C@H]([C@H](O1)O[C@@H]2[C@H](O[C@H]([C@@H]([C@H]2O)O)O)CO)O)O)O)O.O (Maltose monohydrate), Br.C(C)(=O)O (HBr acetic acid). Reagents/catalysts: [Zn] (zinc). Solvent: C(C)(=O)O (acetic acid), C(C)(=O)O (acetic acid), O (water). Reaction conditions: time 1 hour. Product: CC(=O)OC[C@@H]1[C@H]([C@H](C=CO1)OC(=O)C)O[C@@H]2[C@@H]([C@H]([C@@H]([C@H](O2)COC(=O)C)OC(=O)C)OC(=O)C)OC(=O)C (hexa-O-acetyl-maltal), C(C)(=O)O[C@@H]1C=CO[C@@H]([C@H]1OC(C)=O)COC(C)=O (tri-O-acetyl-D-glucal). Yield: 88.0%. As a reaction SMILES: [CH3:1][C:2]([O:4][CH2:5][C@H:6]1[O:11][CH:10]=[CH:9][C@H:8]([O:12][C:13]([CH3:15])=[O:14])[C@@H:7]1[O:16][C@H:17]1[O:22][C@H:21]([CH2:23][O:24][C:25]([CH3:27])=[O:26])[C@@H:20]([O:28][C:29]([CH3:31])=[O:30])[C@H:19]([O:32][C:33]([CH3:35])=[O:34])[C@H:18]1[O:36][C:37]([CH3:39])=[O:38])=[O:3].C(O)[C@H]1O[C@H](O[C@H]2[C@H](O)[C@@H](O)[C@H](O)O[C@@H]2CO)[C@H](O)[C@@H](O)[C@@H]1O.O.C(OC(=O)C)(=O)C.Br.C(O)(=O)C.C([O-])(=O)C.[Na+]>[Zn].C(O)(=O)C.O>[CH3:1][C:2]([O:4][CH2:5][C@H:6]1[O:11][CH:10]=[CH:9][C@H:8]([O:12][C:13]([CH3:15])=[O:14])[C@@H:7]1[O:16][C@H:17]1[O:22][C@H:21]([CH2:23][O:24][C:25]([CH3:27])=[O:26])[C@@H:20]([O:28][C:29]([CH3:31])=[O:30])[C@H:19]([O:32][C:33]([CH3:35])=[O:34])[C@H:18]1[O:36][C:37]([CH3:39])=[O:38])=[O:3].[C:13]([O:12][C@H:8]1[C@H:7]([O:16][C:17](=[O:22])[CH3:18])[C@@H:6]([CH2:5][O:4][C:2](=[O:3])[CH3:1])[O:11][CH:10]=[CH:9]1)(=[O:14])[CH3:15] |f:1.2,4.5,6.7|. Reported procedure: The procedure used to synthesize hexa-O-acetyl maltal (not commercially available) is described below. This procedure has the advantage of using the same solvent for the entire workup. Maltose monohydrate (1.000 g 90% maltose, 10% glucose and maltatriose) was suspended in a solution of acetic acid (10 mL) and acetic anhydride (2.833 g, 10.0 equiv) and 1.000 g 31% HBr/acetic acid solution added. The reaction mixture was allowed to stir for 1 h, after which 9.000 g more 31% HBr/acetic acid solutio... Reactants: BrC1=CC=C(C=C1)C(CNC)C1=CC=C(C=C1)Cl ([2-(4-Bromo-phenyl)-2-(4-chloro-phenyl)ethyl]-methyl-amine), CC1(OB(OC1(C)C)C=1C=NNC1)C (4-(4,4,5,5-tetramethyl-1,3,2-dioxaborolan-2-yl)-1H-pyrazole), [O-]P(=O)([O-])[O-].[K+].[K+].[K+] (K3PO4). Reagents/catalysts: CC(C)([P](C(C)(C)C)([Pd][P](C(C)(C)C)(C(C)(C)C)C(C)(C)C)C(C)(C)C)C (bis(tri-t-butylphosphine)palladium). Run in C(C)O (ethanol), CO (methanol), C1(=CC=CC=C1)C (toluene), O (water). Conditions: temperature 80 celsius. Product: ClC1=CC=C(C=C1)C(CNC)C1=CC=C(C=C1)C=1C=NNC1 ({2-(4-Chloro-phenyl)-2-[4-(1H-pyrazol-4-yl)-phenyl]-ethyl}-methyl-amine). The yield is 84.2%. Reaction SMILES: Br[C:2]1[CH:7]=[CH:6][C:5]([CH:8]([C:12]2[CH:17]=[CH:16][C:15]([Cl:18])=[CH:14][CH:13]=2)[CH2:9][NH:10][CH3:11])=[CH:4][CH:3]=1.CC1(C)C(C)(C)OB([C:27]2[CH:28]=[N:29][NH:30][CH:31]=2)O1.[O-]P([O-])([O-])=O.[K+].[K+].[K+]>C(O)C.CO.C1(C)C=CC=CC=1.O.CC(C)([P](C(C)(C)C)([Pd][P](C(C)(C)C)(C(C)(C)C)C(C)(C)C)C(C)(C)C)C>[Cl:18][C:15]1[CH:16]=[CH:17][C:12]([CH:8]([C:5]2[CH:6]=[CH:7][C:2]([C:27]3[CH:28]=[N:29][NH:30][CH:31]=3)=[CH:3][CH:4]=2)[CH2:9][NH:10][CH3:11])=[CH:13][CH:14]=1 |f:2.3.4.5,^1:56,62|. Procedure details: A solution of [2-(4-Bromo-phenyl)-2-(4-chloro-phenyl)ethyl]-methyl-amine (6.1 g, 13.716 mmol), 4-(4,4,5,5-tetramethyl-1,3,2-dioxaborolan-2-yl)-1H-pyrazole (5.3 g, 27.431 mmol) and K3PO4 (10.19 g, 48.00 mmol) in ethanol (7.5 ml), methanol (11.5 ml), toluene (7.5 ml) and water (11.5 ml) was purged with nitrogen for 2 minutes. Bis(tri-t-butylphosphine)palladium (0) (175 mg, 2.5 mol %) was then added and the reaction mixture purged with nitrogen for a further 2 minutes. The mixture was then heated t...